Task: describe an organic reaction: reactants, conditions, products, and yield. Dataset: the Open Reaction Database (ORD), a public repository of structured organic reaction records The reactants are [H-].[H-].[H-].[H-].[Li+].[Al+3] (LAH), [H-].[H-].[H-].[H-].[Li+].[Al+3] (LAH), C1CCOC1 (THF), C(C)(=O)NC1C(C=2C=3C(=CN(C3C=CC2)S(=O)(=O)C2=C(C=C(C=C2C(C)C)C(C)C)C(C)C)C1)(C=C)O (4-acetylamino-3,4-dihydro-5-hydroxy-1-(2,4,6-triisopropylphenylsulfonyl)-5-vinyl-5H-benz[cd]indole), [O-]S(=O)(=O)[O-].[Na+].[Na+] (Na2SO4). Solvent: C(C)O (Ethanol). Product: C(C)NC1C(C=2C=3C(=CN(C3C=CC2)S(=O)(=O)C2=C(C=C(C=C2C(C)C)C(C)C)C(C)C)C1)(C=C)O (3,4-Dihydro-4-ethylamino-5-hydroxy-1-(2,4,6-triisopropylphenylsulfonyl)-5-vinyl-5H-benz[cd]indole). The yield is 37.8%. As a reaction SMILES: [H-].[H-].[H-].[H-].[Li+].[Al+3].C1COCC1.[C:12]([NH:15][CH:16]1[CH2:45][C:20]2=[CH:21][N:22]([S:27]([C:30]3[C:35]([CH:36]([CH3:38])[CH3:37])=[CH:34][C:33]([CH:39]([CH3:41])[CH3:40])=[CH:32][C:31]=3[CH:42]([CH3:44])[CH3:43])(=[O:29])=[O:28])[C:23]3[CH:24]=[CH:25][CH:26]=[C:18]([C:19]=32)[C:17]1([OH:48])[CH:46]=[CH2:47])(=O)[CH3:13].[O-]S([O-])(=O)=O.[Na+].[Na+]>C(O)C>[CH2:12]([NH:15][CH:16]1[CH2:45][C:20]2=[CH:21][N:22]([S:27]([C:30]3[C:35]([CH:36]([CH3:38])[CH3:37])=[CH:34][C:33]([CH:39]([CH3:40])[CH3:41])=[CH:32][C:31]=3[CH:42]([CH3:44])[CH3:43])(=[O:28])=[O:29])[C:23]3[CH:24]=[CH:25][CH:26]=[C:18]([C:19]=32)[C:17]1([OH:48])[CH:46]=[CH2:47])[CH3:13] |f:0.1.2.3.4.5,8.9.10|. Procedure: LAH (5 equivalents) was allowed to react with a THF solution (14.3 ml) of 4-acetylamino-3,4-dihydro-5-hydroxy-1-(2,4,6-triisopropylphenylsulfonyl)-5-vinyl-5H-benz[cd]indole (750 mg, 1.43 mmol) and was refluxed for 3 hours to complete the reaction. Ethanol was added to the reaction mixture to inactivate the excess amount of LAH and was added aqueous solution of Na2SO4. The reaction mixture was subjected to extraction with ethyl acetate. The extract was washed with an aqueous saline solution and, ... Starting materials: COC(=O)c1ccc(N)c(F)c1, CN(C)c1ccncc1, [Cl-], O=C(O)C(c1c2c(nn1-c1ccc(Cl)cc1)CCCCC2)C1CCCCC1, O=S(Cl)Cl. Product: COC(=O)c1ccc(NC(=O)C(c2c3c(nn2-c2ccc(Cl)cc2)CCCCC3)C2CCCCC2)c(F)c1. Reaction SMILES: [CH3:33][O:34][C:35]([c:36]1[cH:37][c:38]([F:43])[c:39]([NH2:42])[cH:40][cH:41]1)=[O:44].[CH3:45][N:46]([c:47]1[cH:48][cH:49][n:50][cH:51][cH:52]1)[CH3:53].[Cl-:28].[Cl:1][c:2]1[cH:3][cH:4][c:5](-[n:8]2[n:9][c:10]3[c:11]([c:12]2[CH:13]([C:14](=[O:15])[OH:16])[CH:17]2[CH2:18][CH2:19][CH2:20][CH2:21][CH2:22]2)[CH2:23][CH2:24][CH2:25][CH2:26][CH2:27]3)[cH:6][cH:7]1.[S:29]([Cl:30])([Cl:31])=[O:32]>>[Cl:1][c:2]1[cH:3][cH:4][c:5](-[n:8]2[n:9][c:10]3[c:11]([c:12]2[CH:13]([C:14](=[O:15])[NH:42][c:39]2[c:38]([F:43])[cH:37][c:36]([C:35]([O:34][CH3:33])=[O:44])[cH:41][cH:40]2)[CH:17]2[CH2:18][CH2:19][CH2:20][CH2:21][CH2:22]2)[CH2:23][CH2:24][CH2:25][CH2:26][CH2:27]3)[cH:6][cH:7]1. The product is CCOC(=O)Cc1ccc(OCCN2CCOCC2)cc1. Reaction SMILES: [CH2:34]([N+:35]([CH2:36][CH2:37][CH2:38][CH3:39])([CH2:40][CH2:41][CH2:42][CH3:43])[CH2:44][CH2:45][CH2:46][CH3:47])[CH2:48][CH2:49][CH3:50].[CH3:30][CH2:31][OH:32].[Cl:21][CH2:22][CH2:23][N:24]1[CH2:25][CH2:26][O:27][CH2:28][CH2:29]1.[ClH:20].[I-:33].[K+:14].[K+:15].[O-:16][C:17]([O-:18])=[O:19].[OH:1][c:2]1[cH:3][cH:4][c:5]([CH2:8][C:9](=[O:10])[O:11][CH2:12][CH3:13])[cH:6][cH:7]1>>[O:1]([c:2]1[cH:3][cH:4][c:5]([CH2:8][C:9](=[O:10])[O:11][CH2:12][CH3:13])[cH:6][cH:7]1)[CH2:22][CH2:23][N:24]1[CH2:25][CH2:26][O:27][CH2:28][CH2:29]1. The reactants are CCCC[N+](CCCC)(CCCC)CCCC, CCO, ClCCN1CCOCC1, Cl, [I-], [K+], [K+], O=C([O-])[O-], CCOC(=O)Cc1ccc(O)cc1. Reactants: BrC=1C=C(C(=NC1)Cl)NS(=O)(=O)C1=C(C=CC=C1C)Cl (N-(5-bromo-2-chloropyridin-3-yl)-2-chloro-6-methylbenzenesulfonamide), O (water), CNC=1SC2=C(N1)C=CC(=C2)B2OC(C(O2)(C)C)(C)C (N-methyl-6-(4,4,5,5-tetramethyl-1,3,2-dioxaborolan-2-yl)benzo[d]thiazol-2-amine), C([O-])([O-])=O.[K+].[K+] (potassium carbonate). Solvent: COCCOC (DME). Reaction conditions: temperature 100 celsius, time 1 hour. Yields the product ClC1=C(C(=CC=C1)C)S(=O)(=O)NC=1C(=NC=C(C1)C1=CC2=C(N=C(S2)NC)C=C1)Cl (2-chloro-N-(2-chloro-5-(2-(methylamino)benzo[d]thiazol-6-yl)pyridin-3-yl)-6-methylbenzenesulfonamide). Isolated yield 21.2%. As a reaction SMILES: Br[C:2]1[CH:3]=[C:4]([NH:9][S:10]([C:13]2[C:18]([CH3:19])=[CH:17][CH:16]=[CH:15][C:14]=2[Cl:20])(=[O:12])=[O:11])[C:5]([Cl:8])=[N:6][CH:7]=1.[CH3:21][NH:22][C:23]1[S:24][C:25]2[CH:31]=[C:30](B3OC(C)(C)C(C)(C)O3)[CH:29]=[CH:28][C:26]=2[N:27]=1.C(=O)([O-])[O-].[K+].[K+].O>COCCOC>[Cl:20][C:14]1[CH:15]=[CH:16][CH:17]=[C:18]([CH3:19])[C:13]=1[S:10]([NH:9][C:4]1[C:5]([Cl:8])=[N:6][CH:7]=[C:2]([C:30]2[CH:29]=[CH:28][C:26]3[N:27]=[C:23]([NH:22][CH3:21])[S:24][C:25]=3[CH:31]=2)[CH:3]=1)(=[O:12])=[O:11] |f:2.3.4|. Reported procedure: N-(5-bromo-2-chloropyridin-3-yl)-2-chloro-6-methylbenzenesulfonamide (210 mg, 0.530 mmol), N-methyl-6-(4,4,5,5-tetramethyl-1,3,2-dioxaborolan-2-yl)benzo[d]thiazol-2-amine (101.6 mg, 0.350 mmol), potassium carbonate (250 mg, 1.81 mmol), and Pd(dppf) Cl2*DCM complex (62.6 mg, 0.0768 mmol) were suspended in DME (2.0 ml) and water (0.5) ml. The reaction flask was fit with a reflux condensor and placed in a preheated oil bath (100° C.) and stirred under nitrogen for 1 hour. The reaction was cooled to... Reactants: N1C[C@H](CC1)NC(=O)C12CC3CC(CC(C1)C3)C2 ((S)-N-(Pyrrolidin-3-yl)-1-adamantanecarboxamide), C1(=CC=C(C=C1)S(=O)(=O)OCCCC1=CC=C(C=C1)Cl)C (3-(4-chlorophenyl)propyl p-toluenesulfonate). The product is ClC1=CC=C(C=C1)CCCN1C[C@H](CC1)NC(=O)C12CC3CC(CC(C1)C3)C2 ((S)-N-(1-(3-(4-chlorophenyl)propyl)pyrrolidin-3-yl)-1-adamantanecarboxamide). The yield is 32.2%. As a reaction SMILES: [NH:1]1[CH2:5][CH2:4][C@H:3]([NH:6][C:7]([C:9]23[CH2:18][CH:13]4[CH2:14][CH:15]([CH2:17][CH:11]([CH2:12]4)[CH2:10]2)[CH2:16]3)=[O:8])[CH2:2]1.C1(C)C=CC(S(O[CH2:29][CH2:30][CH2:31][C:32]2[CH:37]=[CH:36][C:35]([Cl:38])=[CH:34][CH:33]=2)(=O)=O)=CC=1>>[Cl:38][C:35]1[CH:36]=[CH:37][C:32]([CH2:31][CH2:30][CH2:29][N:1]2[CH2:5][CH2:4][C@H:3]([NH:6][C:7]([C:9]34[CH2:18][CH:13]5[CH2:14][CH:15]([CH2:17][CH:11]([CH2:12]5)[CH2:10]3)[CH2:16]4)=[O:8])[CH2:2]2)=[CH:33][CH:34]=1. Reported procedure: (S)-N-(Pyrrolidin-3-yl)-1-adamantanecarboxamide (0.5 g) and 3-(4-chlorophenyl)propyl p-toluenesulfonate (0.97 g) were reacted under the same conditions as in Example 6 to give (S)-N-(1-(3-(4-chlorophenyl)propyl)pyrrolidin-3-yl)-1-adamantanecarboxamide (0.26 g), melting point 117-119° C.